This data is from the Open Reaction Database (ORD), a public repository of structured organic reaction records. The task is: describe an organic reaction: reactants, conditions, products, and yield Reactants: CC(C)(C)OC(=O)NC(Cc1cc(I)ccc1OCc1ccccc1)C(=O)O, ClCCCl, CC#N, CN(C)c1ccncc1, OCc1ccccc1. The product is CC(C)(C)OC(=O)NC(Cc1cc(I)ccc1OCc1ccccc1)C(=O)OCc1ccccc1. RXN SMILES: [CH2:1]([c:2]1[cH:3][cH:4][cH:5][cH:6][cH:7]1)[O:8][c:9]1[c:10]([CH2:16][CH:17]([C:18](=[O:19])[OH:20])[NH:21][C:22](=[O:23])[O:24][C:25]([CH3:26])([CH3:27])[CH3:28])[cH:11][c:12]([I:15])[cH:13][cH:14]1.[CH2:37]([Cl:38])[CH2:39][Cl:40].[CH3:41][C:42]#[N:43].[CH3:44][N:45]([CH3:46])[c:47]1[cH:48][cH:49][n:50][cH:51][cH:52]1.[OH:29][CH2:30][c:31]1[cH:32][cH:33][cH:34][cH:35][cH:36]1>>[CH2:1]([c:2]1[cH:3][cH:4][cH:5][cH:6][cH:7]1)[O:8][c:9]1[c:10]([CH2:16][CH:17]([C:18](=[O:19])[O:20][CH2:30][c:31]2[cH:32][cH:33][cH:34][cH:35][cH:36]2)[NH:21][C:22](=[O:23])[O:24][C:25]([CH3:26])([CH3:27])[CH3:28])[cH:11][c:12]([I:15])[cH:13][cH:14]1. The reactants are C(C)OC(C(=O)C1=CC=C(C=C1)SC)=O ((4-methylsulfanyl-phenyl)-oxo-acetic acid ethyl ester), [I-].C1(CCCC1)C[P+](C1=CC=CC=C1)(C1=CC=CC=C1)C1=CC=CC=C1 (cyclopentylmethyl triphenylphosphonium iodide), solution, C[Si](C)(C)[N-][Si](C)(C)C.[Li+] (lithium bis(trimethylsilyl)amide), Cl (hydrochloric acid). Solvent: O (water), O1CCCC1 (tetrahydrofuran), O1CCCC1 (tetrahydrofuran). Reaction conditions: temperature 0 celsius, time 1 hour. Yields the product C(C)OC(C(=CC1CCCC1)C1=CC=C(C=C1)SC)=O (3-cyclopentyl-2-(4-methylsulfanyl-phenyl)-acrylic acid ethyl ester). Yield: 82.2%. Reaction SMILES: [I-].[CH:2]1([CH2:7][P+](C2C=CC=CC=2)(C2C=CC=CC=2)C2C=CC=CC=2)[CH2:6][CH2:5][CH2:4][CH2:3]1.C[Si]([N-][Si](C)(C)C)(C)C.[Li+].[CH2:37]([O:39][C:40](=[O:51])[C:41]([C:43]1[CH:48]=[CH:47][C:46]([S:49][CH3:50])=[CH:45][CH:44]=1)=O)[CH3:38].Cl>O1CCCC1.O>[CH2:37]([O:39][C:40](=[O:51])[C:41]([C:43]1[CH:48]=[CH:47][C:46]([S:49][CH3:50])=[CH:45][CH:44]=1)=[CH:7][CH:2]1[CH2:6][CH2:5][CH2:4][CH2:3]1)[CH3:38] |f:0.1,2.3|. Procedure: A suspension of cyclopentylmethyl triphenylphosphonium iodide (151.73 g, 0.321 mol) in dry tetrahydrofuran (494 mL) was cooled to 0° C. and then treated slowly with a 1.0 M solution of lithium bis(trimethylsilyl)amide (309 mL, 0.309 mol). The bright orange reaction mixture was stirred at 0° C. for 1 h. The reaction mixture was then treated with a solution of (4-methylsulfanyl-phenyl)-oxo-acetic acid ethyl ester (55.42 g, 0.247 mol) in dry tetrahydrofuran (100 mL) in small portions. The resulting... Reactants: mixture, C[SiH](N(CC=C)CC=C)C (N-dimethylsilyldiallylamine). Reagents/catalysts: C1=CC=C(C=C1)P(C2=CC=CC=C2)C3=CC=CC=C3.C1=CC=C(C=C1)P(C2=CC=CC=C2)C3=CC=CC=C3.C1=CC=C(C=C1)P(C2=CC=CC=C2)C3=CC=CC=C3.[Cl-].[Rh] (tris(triphenylphosphine)chlororhodium). Run in C1=CC=CC=C1 (benzene). Run at temperature 80 celsius. Product: C(=CC)N1[Si](CCC1)(C)C (1-propenyl -2,2-dimethyl-1-aza-2-silacyclopentane). The yield is 98.0%. Reaction SMILES: [CH3:1][SiH:2]([CH3:10])[N:3]([CH2:7][CH:8]=[CH2:9])[CH2:4][CH:5]=[CH2:6]>C1C=CC(P(C2C=CC=CC=2)C2C=CC=CC=2)=CC=1.C1C=CC(P(C2C=CC=CC=2)C2C=CC=CC=2)=CC=1.C1C=CC(P(C2C=CC=CC=2)C2C=CC=CC=2)=CC=1.[Cl-].[Rh].C1C=CC=CC=1>[CH:4]([N:3]1[CH2:7][CH2:8][CH2:9][Si:2]1([CH3:10])[CH3:1])=[CH:5][CH3:6] |f:1.2.3.4.5|. Reported procedure: Into a glass tube with an outside diameter of 10 mm and a length of 10 cm were introduced 2 mg RhCl(PPh3)3 and 2 mL of a mixture of 1 part N-dimethylsilyldiallylamine and 3 parts benzene, and the tube was sealed. After heating this for 17 hours at 80° C., the conversion was 100 weight % and 1-propenyl -2,2-dimethyl-1-aza-2-silacyclopentane was obtained in a yield of 98%. No production of 1-allyl-2,2,3-trimethyl-1-aza-2-silacyclobutane was observed. Product: ClC1=CC=C2C(=CC=NC2=C1)NC(CN1CCCCC1)(C)C ((7-Chloro-quinolin-4-yl)-(1,1-dimethyl-2-piperidin-1-yl-ethyl)-amine). Reported procedure: 4.57 g of 4,7-dichloroquinoline, 7.5 g of 2-methyl-2-(piperidin-1-yl)-propylamine and 0.75 g of phenol were reacted at 180° C. for 16 hours. The crude reaction product, isolated as in the preceeding Example, was purified on 200 g of aluminium oxide (activity grade II) prior to recrystallization; a 1:1 mixture of toluene and acetone was used as the eluent. After a fore-run, which contained unreacted 4,7-dichloroquinoline, the product was eluted and, after recrystallization from 5 ml of acetonitri... The reactants are ClC1=CC=NC2=CC(=CC=C12)Cl (4,7-dichloroquinoline), CC(CN)(C)N1CCCCC1 (2-methyl-2-(piperidin-1-yl)-propylamine), C1(=CC=CC=C1)O (phenol). Reaction SMILES: Cl[C:2]1[C:11]2[C:6](=[CH:7][C:8]([Cl:12])=[CH:9][CH:10]=2)[N:5]=[CH:4][CH:3]=1.[CH3:13][C:14]([N:18]1CCCCC1)([CH3:17])[CH2:15][NH2:16].[C:24]1(O)[CH:29]=[CH:28][CH:27]=[CH:26]C=1>>[Cl:12][C:8]1[CH:7]=[C:6]2[C:11]([C:2]([NH:18][C:14]([CH3:17])([CH3:13])[CH2:15][N:16]3[CH2:26][CH2:27][CH2:28][CH2:29][CH2:24]3)=[CH:3][CH:4]=[N:5]2)=[CH:10][CH:9]=1. Yield: 31.6%. Reactants: CO, COC(=O)c1ccc(C#N)cc1OC, O. The product is COC(=O)c1ccc(CN)cc1OC. RXN SMILES: [CH3:15][OH:16].[CH3:1][O:2][C:3]([c:4]1[c:5]([O:12][CH3:13])[cH:6][c:7]([C:10]#[N:11])[cH:8][cH:9]1)=[O:14].[OH2:17]>>[CH3:1][O:2][C:3]([c:4]1[c:5]([O:12][CH3:13])[cH:6][c:7]([CH2:10][NH2:11])[cH:8][cH:9]1)=[O:14]. As a reaction SMILES: [CH2:1]([O:3][C:4]([C:6]1[N:7]([CH2:22][CH2:23][CH2:24][N:25]([CH2:29][CH3:30])[C:26](=O)[CH3:27])[C:8]([C:16]2[CH:21]=[CH:20][CH:19]=[CH:18][CH:17]=2)=[C:9]2[C:14]=1[CH:13]=[CH:12][C:11]([Cl:15])=[CH:10]2)=[O:5])[CH3:2].B>O1CCCC1>[ClH:15].[CH2:1]([O:3][C:4]([C:6]1[N:7]([CH2:22][CH2:23][CH2:24][N:25]([CH2:29][CH3:30])[CH2:26][CH3:27])[C:8]([C:16]2[CH:21]=[CH:20][CH:19]=[CH:18][CH:17]=2)=[C:9]2[C:14]=1[CH:13]=[CH:12][C:11]([Cl:15])=[CH:10]2)=[O:5])[CH3:2] |f:3.4|. Reactants: C(C)OC(=O)C=1N(C(=C2C=C(C=CC12)Cl)C1=CC=CC=C1)CCCN(C(C)=O)CC (2-[3-(N-ethylacetamido)propyl]-5-chloro-3-phenylisoindole-1-carboxylic acid ethyl ester), B (borane). Product: Cl.C(C)OC(=O)C=1N(C(=C2C=C(C=CC12)Cl)C1=CC=CC=C1)CCCN(CC)CC (5-chloro-2-[3-(diethylamino)propyl]-3-phenylisoindole-1-carboxylic acid ethyl ester hydrochloride). Reported procedure: A solution of 0.84 g. of 2-[3-(N-ethylacetamido)propyl]-5-chloro-3-phenylisoindole-1-carboxylic acid ethyl ester in 5 ml. of tetrahydrofuran is added dropwise under argon at room temperature to 3 ml. of a 1-M solution of borane in tetrahydrofuran. Subsequently, the mixture is heated at reflux for 4 hours, then treated at 15°-20° C. with 0.8 ml. of 6-N hydrochloric acid and the tetrahydrofuran is removed by distillation at atmospheric pressure. The residue is partitioned between 3 ml. of water an... Solvent: O1CCCC1 (tetrahydrofuran), O1CCCC1 (tetrahydrofuran).